This data is from the Open Reaction Database (ORD), a public repository of structured organic reaction records. The task is: describe an organic reaction: reactants, conditions, products, and yield The reactants are C(C=C)OC(=O)N1[C@@H](C[C@H](C1)OC)C=C(C(C)=O)C ((2S,4R)-1-allyloxycarbonyl-4-methoxy-2-(2-methyl-3-oxo-1-butenyl)pyrrolidine), C(C)N1CCCCC1 (N-ethylpiperidine), FC(S(=O)(=O)O[Si](C)(C)C)(F)F (trimethylsilyl trifluoromethanesulfonate), Solution A, Solution A, C(O)([O-])=O.[Na+] (sodium hydrogen carbonate), C(C)(=O)O[C@@H]1[C@H](C(N1)=O)[C@@H](C)O[Si](C)(C)C(C)(C)C ((3R,4R)-4-acetoxy-3-[(1R)-1-t-butyldimethylsilyloxyethyl]-2-oxoazetidine), C(C)N1CCCCC1 (N-ethylpiperidine), FC(S(=O)(=O)O[Si](C)(C)C)(F)F (trimethylsilyl trifluoromethanesulfonate). The solvent is ClCCl (dichloromethane), ClCCl (dichloromethane), O (water), C(C)(=O)OCC (ethyl acetate). Reaction conditions: temperature 0 celsius, time 1 hour. Yields the product C(C=C)OC(=O)N1[C@@H](C[C@H](C1)OC)C=C(C(C[C@@H]1[C@H](C(N1)=O)[C@@H](C)O[Si](C)(C)C(C)(C)C)=O)C ((3S,4R)-4-[4-{(2S,4R)-1-allyloxycarbonyl-4-methoxypyrrolidin-2-yl}-3-methyl-2-oxo-3-butenyl]-3-[(1R)-1-t-butyldimethylsilyloxyethyl]-2-oxoazetidine). The yield is 64.9%. As a reaction SMILES: C(O[C@H:5]1[NH:8][C:7](=[O:9])[C@@H:6]1[C@H:10]([O:12][Si:13]([C:16]([CH3:19])([CH3:18])[CH3:17])([CH3:15])[CH3:14])[CH3:11])(=O)C.C(N1CCCCC1)C.FC(F)(F)S(O[Si](C)(C)C)(=O)=O.[CH2:40]([O:43][C:44]([N:46]1[CH2:50][C@H:49]([O:51][CH3:52])[CH2:48][C@H:47]1[CH:53]=[C:54]([CH3:58])[C:55](=[O:57])[CH3:56])=[O:45])[CH:41]=[CH2:42].C(=O)([O-])O.[Na+]>ClCCl.O.C(OCC)(=O)C>[CH2:40]([O:43][C:44]([N:46]1[CH2:50][C@H:49]([O:51][CH3:52])[CH2:48][C@H:47]1[CH:53]=[C:54]([CH3:58])[C:55](=[O:57])[CH2:56][C@H:5]1[NH:8][C:7](=[O:9])[C@@H:6]1[C@H:10]([O:12][Si:13]([C:16]([CH3:17])([CH3:18])[CH3:19])([CH3:14])[CH3:15])[CH3:11])=[O:45])[CH:41]=[CH2:42] |f:4.5|. Reported procedure: To a solution of (3R,4R)-4-acetoxy-3-[(1R)-1-t-butyldimethylsilyloxyethyl]-2-oxoazetidine (2.90 g) and N-ethylpiperidine (1.35 ml) in dichloromethane (15 ml) and added trimethylsilyl trifluoromethanesulfonate (1.95 ml) at -20° C., and the resulting mixture was stirred at 0° C. for 1 hour (Solution A). To a solution of (2S,4R)-1-allyloxycarbonyl-4-methoxy-2-(2-methyl-3-oxo-1-butenyl)pyrrolidine (2.70 g) and N-ethylpiperidine (1.48 ml) in dichloromethane (50 ml) was added trimethylsilyl trifluorom... Reactants: CC(=O)SCC(=O)N1CC(O)(Cc2ccco2)CC1C(=O)O, N. Product: O=C(O)C1CC(O)(Cc2ccco2)CN1C(=O)CS. Reaction SMILES: [C:1](=[O:2])([CH3:3])[S:4][CH2:5][C:6](=[O:7])[N:8]1[CH:9]([C:10](=[O:11])[OH:12])[CH2:13][C:14]([OH:16])([CH2:17][c:18]2[o:19][cH:20][cH:21][cH:22]2)[CH2:15]1.[NH3:23]>>[SH:4][CH2:5][C:6](=[O:7])[N:8]1[CH:9]([C:10](=[O:11])[OH:12])[CH2:13][C:14]([OH:16])([CH2:17][c:18]2[o:19][cH:20][cH:21][cH:22]2)[CH2:15]1.